This data is from the Open Reaction Database (ORD), a public repository of structured organic reaction records. The task is: describe an organic reaction: reactants, conditions, products, and yield Isolated yield 30.9%. Reaction conditions: temperature -78 celsius, time 1 hour. Procedure: To a solution of 2-(4-Acetyl-phenyl)-N-[2-(3-cyano-phenoxy)-pyridin-3-yl]-acetamide (0.360 grams, 0.96 mmole) in tetrahydrofuran (15 ml) at −78° C. 1.0 M methyl lithium (2.03 ml, 2.03 mmole) in tetrahydrofuran (20 ml) was added and stirred at −78° C. for 1 hour. The reaction was quenched with water and extracted with ethyl acetate. The combined extracts were washed with water and brine, dried over MgSO4, filtered and concentrated to give a white solid which was purified by chromatography on sili... Reaction SMILES: [C:1]([C:4]1[CH:9]=[CH:8][C:7]([CH2:10][C:11]([NH:13][C:14]2[C:15]([O:20][C:21]3[CH:26]=[CH:25][CH:24]=[C:23]([C:27]#[N:28])[CH:22]=3)=[N:16][CH:17]=[CH:18][CH:19]=2)=[O:12])=[CH:6][CH:5]=1)(=[O:3])[CH3:2].[CH3:29][Li]>O1CCCC1>[C:27]([C:23]1[CH:22]=[C:21]([CH:26]=[CH:25][CH:24]=1)[O:20][C:15]1[C:14]([NH:13][C:11](=[O:12])[CH2:10][C:7]2[CH:6]=[CH:5][C:4]([C:1]([OH:3])([CH3:29])[CH3:2])=[CH:9][CH:8]=2)=[CH:19][CH:18]=[CH:17][N:16]=1)#[N:28]. The solvent is O1CCCC1 (tetrahydrofuran), O1CCCC1 (tetrahydrofuran). Product: C(#N)C=1C=C(OC2=NC=CC=C2NC(CC2=CC=C(C=C2)C(C)(C)O)=O)C=CC1 (N-[2-(3-Cyano-phenoxy)-pyridin-3-yl]-2-[4-(1-hydroxy-1methyl-ethyl)-phenyl]-acetamide). The reactants are C(C)(=O)C1=CC=C(C=C1)CC(=O)NC=1C(=NC=CC1)OC1=CC(=CC=C1)C#N (2-(4-Acetyl-phenyl)-N-[2-(3-cyano-phenoxy)-pyridin-3-yl]-acetamide), C[Li] (methyl lithium). Starting materials: N1(CCNCC1)C1=CC=C(C=C1)C=1N(N=C2C(=CC=CC12)C(F)(F)F)CC1=C(C=C(C=C1F)F)F (3-(4-piperazin-1-ylphenyl)-2-(2,4,6-trifluorobenzyl)-7-(trifluoromethyl)-2H-indazole), C1CCOC1 (THF), C(C1=CC=CC=C1)(=O)Cl (benzoyl chloride), C(C)(C)N(CC)C(C)C (diisopropylethylamine). Solvent: C(C)(=O)OCC (ethyl acetate), O (water). Conditions: time 8 hour. The product is C(C1=CC=CC=C1)(=O)N1CCN(CC1)C1=CC=C(C=C1)C=1N(N=C2C(=CC=CC12)C(F)(F)F)CC1=C(C=C(C=C1F)F)F (3-[4-(4-BENZOYLPIPERAZIN-1-YL)PHENYL]-2-(2,4,6-TRIFLUOROBENZYL)-7-(TRIFLUOROMETHYL)-2H-INDAZOLE). Isolated yield 50.5%. As a reaction SMILES: [N:1]1([C:7]2[CH:12]=[CH:11][C:10]([C:13]3[N:14]([CH2:26][C:27]4[C:32]([F:33])=[CH:31][C:30]([F:34])=[CH:29][C:28]=4[F:35])[N:15]=[C:16]4[C:21]=3[CH:20]=[CH:19][CH:18]=[C:17]4[C:22]([F:25])([F:24])[F:23])=[CH:9][CH:8]=2)[CH2:6][CH2:5][NH:4][CH2:3][CH2:2]1.[C:36](Cl)(=[O:43])[C:37]1[CH:42]=[CH:41][CH:40]=[CH:39][CH:38]=1.C(N(C(C)C)CC)(C)C.C1COCC1>C(OCC)(=O)C.O>[C:36]([N:4]1[CH2:5][CH2:6][N:1]([C:7]2[CH:8]=[CH:9][C:10]([C:13]3[N:14]([CH2:26][C:27]4[C:28]([F:35])=[CH:29][C:30]([F:34])=[CH:31][C:32]=4[F:33])[N:15]=[C:16]4[C:21]=3[CH:20]=[CH:19][CH:18]=[C:17]4[C:22]([F:23])([F:24])[F:25])=[CH:11][CH:12]=2)[CH2:2][CH2:3]1)(=[O:43])[C:37]1[CH:42]=[CH:41][CH:40]=[CH:39][CH:38]=1. Procedure: Combined in a vial were 3-(4-piperazin-1-ylphenyl)-2-(2,4,6-trifluorobenzyl)-7-(trifluoromethyl)-2H-indazole (0.10 g, 0.2 mmol), benzoyl chloride (0.030 g, 0.22 mmol), and diisopropylethylamine (0.2 mL) and THF (2 mL), which were stirred overnight at room temperature. Then the reaction mixture was diluted with ethyl acetate and water, and the organics washed with water and brine, then dried over magnesium sulfate. The crude product was purified by flash chromatography (silica 60, 5% EtOAc/CH2Cl2... The reactants are BrC=1C=NC(=NC1)Cl (5-bromo-2-chloropyrimidine), O1COC2=C1C=CC(=C2)C=2C(=NN(C2NS(=O)(=O)C2=CC=C(C=C2)C(C)(C)C)C)OCCO (N-[4-(1,3-benzodioxol-5-yl)-3-(2-hydroxyethoxy)-1-methyl-1H-pyrazol-5-yl]-4-(tert-butyl)benzenesulfonamide). Yields the product O1COC2=C1C=CC(=C2)C=2C(=NN(C2NS(=O)(=O)C2=CC=C(C=C2)C(C)(C)C)C)OCCOC2=NC=C(C=N2)Br (N-(4-(1,3-benzodioxol-5-yl)-3-{2-[(5-bromo-2-pyrimidinyl)oxy]ethoxy}-1-methyl-1H-pyrazol-5-yl)-4-(tert-butyl)benzenesulfonamide), solid. As a reaction SMILES: [Br:1][C:2]1[CH:3]=[N:4][C:5](Cl)=[N:6][CH:7]=1.[O:9]1[C:13]2[CH:14]=[CH:15][C:16]([C:18]3[C:19]([O:38][CH2:39][CH2:40][OH:41])=[N:20][N:21]([CH3:37])[C:22]=3[NH:23][S:24]([C:27]3[CH:32]=[CH:31][C:30]([C:33]([CH3:36])([CH3:35])[CH3:34])=[CH:29][CH:28]=3)(=[O:26])=[O:25])=[CH:17][C:12]=2[O:11][CH2:10]1>>[O:9]1[C:13]2[CH:14]=[CH:15][C:16]([C:18]3[C:19]([O:38][CH2:39][CH2:40][O:41][C:5]4[N:4]=[CH:3][C:2]([Br:1])=[CH:7][N:6]=4)=[N:20][N:21]([CH3:37])[C:22]=3[NH:23][S:24]([C:27]3[CH:32]=[CH:31][C:30]([C:33]([CH3:36])([CH3:34])[CH3:35])=[CH:29][CH:28]=3)(=[O:26])=[O:25])=[CH:17][C:12]=2[O:11][CH2:10]1. Procedure details: The title compound was made according to the procedure used for Example 13 except that (45 mg) of 5-bromo-2-chloropyrimidine was used and that N-[4-(1,3-benzodioxol-5-yl)-3-(2-hydroxyethoxy)-1-methyl-1H-pyrazol-5-yl]-4-(tert-butyl)benzenesulfonamide (Example 17) (70 mg) was used in place of 4-(tert-butyl)-N-{3-(2-hydroxyethoxy)-1-methyl-4-[4-(trifluoromethyl)phenyl]-1H-pyrazol-5-yl}benzenesulfonamide (Example 12). The crude was purified by HPLC on a 5μ ODS Phenomenex Magellen™ column with a grad... The reactants are [H-].[Na+] (sodium hydride), COC(C1=CC(=NC(=C1)NS(=O)(=O)C)N[C@@H](C)CC)=O ((S)-2-sec-butylamino-6-methanesulfonylamino-isonicotinic acid methyl ester), IC (iodomethane). Solvent: CN(C)C=O (DMF). Conditions: time 10 minute. Product: COC(C1=CC(=NC(=C1)N(C)S(=O)(=O)C)N[C@@H](C)CC)=O ((S)-2-sec-Butylamino-6-(methanesulfonyl-methylamino)-isonicotinic acid methyl ester). Yield: 86.0%. RXN SMILES: [H-].[Na+].[CH3:3][O:4][C:5](=[O:22])[C:6]1[CH:11]=[C:10]([NH:12][S:13]([CH3:16])(=[O:15])=[O:14])[N:9]=[C:8]([NH:17][C@H:18]([CH2:20][CH3:21])[CH3:19])[CH:7]=1.I[CH3:24]>CN(C=O)C>[CH3:3][O:4][C:5](=[O:22])[C:6]1[CH:11]=[C:10]([N:12]([S:13]([CH3:16])(=[O:15])=[O:14])[CH3:24])[N:9]=[C:8]([NH:17][C@H:18]([CH2:20][CH3:21])[CH3:19])[CH:7]=1 |f:0.1|. Procedure details: Add sodium hydride (47 mg, 1.18 mmol, 60% dispersion in mineral oil) to a solution of (S)-2-sec-butylamino-6-methanesulfonylamino-isonicotinic acid methyl ester (356 mg, 1.18 mmol) in DMF (5 mL) at 0° C. Stir for 10 min, add iodomethane (0.11 mL, 1.77 mmol) dropwise. Stir the mixture at room temperature for 2 h, cool and quench the reaction with an ammonium chloride solution. Extract the mixture with ethyl acetate (3×30 mL) and wash the combined extract with water, saturated aqueous sodium chlor...